The task is: describe an organic reaction: reactants, conditions, products, and yield. This data is from the Open Reaction Database (ORD), a public repository of structured organic reaction records. Reactants: COCCCn1c(C2CCCN(C(=O)CC(Cc3ccc4ccccc4c3)NC(=O)OC(C)(C)C)C2)nc2cccc(C(=O)OC)c21, ClCCl. Yields the product COCCCn1c(C2CCCN(C(=O)CC(N)Cc3ccc4ccccc4c3)C2)nc2cccc(C(=O)OC)c21. Reaction SMILES: [C:1]([O:2][C:3](=[O:4])[NH:8][CH:9]([CH2:10][C:11](=[O:12])[N:13]1[CH2:14][CH:15]([c:19]2[n:20][c:21]3[c:22]([n:23]2[CH2:24][CH2:25][CH2:26][O:27][CH3:28])[c:29]([C:33](=[O:34])[O:35][CH3:36])[cH:30][cH:31][cH:32]3)[CH2:16][CH2:17][CH2:18]1)[CH2:37][c:38]1[cH:39][c:40]2[cH:41][cH:42][cH:43][cH:44][c:45]2[cH:46][cH:47]1)([CH3:5])([CH3:6])[CH3:7].[Cl:48][CH2:49][Cl:50]>>[NH2:8][CH:9]([CH2:10][C:11](=[O:12])[N:13]1[CH2:14][CH:15]([c:19]2[n:20][c:21]3[c:22]([n:23]2[CH2:24][CH2:25][CH2:26][O:27][CH3:28])[c:29]([C:33](=[O:34])[O:35][CH3:36])[cH:30][cH:31][cH:32]3)[CH2:16][CH2:17][CH2:18]1)[CH2:37][c:38]1[cH:39][c:40]2[cH:41][cH:42][cH:43][cH:44][c:45]2[cH:46][cH:47]1. Starting materials: COC(=O)CCCBr, COC(=O)c1cc(Br)ccc1NC(=O)OC(C)C, O=C([O-])[O-], CN(C)C=O, [Cs+], [Cs+], O. As a reaction SMILES: [Br:19][CH2:20][CH2:21][CH2:22][C:23](=[O:24])[O:25][CH3:26].[Br:1][c:2]1[cH:3][cH:4][c:5]([NH:12][C:13](=[O:14])[O:15][CH:16]([CH3:17])[CH3:18])[c:6]([C:7](=[O:8])[O:9][CH3:10])[cH:11]1.[C:27](=[O:28])([O-:29])[O-:30].[CH3:34][N:35]([CH3:36])[CH:37]=[O:38].[Cs+:31].[Cs+:32].[OH2:33]>>[Br:1][c:2]1[cH:3][cH:4][c:5]([N:12]([C:13](=[O:14])[O:15][CH:16]([CH3:17])[CH3:18])[CH2:20][CH2:21][CH2:22][C:23](=[O:24])[O:25][CH3:26])[c:6]([C:7](=[O:8])[O:9][CH3:10])[cH:11]1. Yields the product COC(=O)CCCN(C(=O)OC(C)C)c1ccc(Br)cc1C(=O)OC.